describe an organic reaction: reactants, conditions, products, and yield From a dataset of the Open Reaction Database (ORD), a public repository of structured organic reaction records. Starting materials: CO, COC(=O)c1cc(N2CCOCC2)cc2c1nc(C(F)(F)F)n2Cc1cccc(Cl)c1C, Cl, [Na+], C1CCOC1, [OH-]. Product: Cc1c(Cl)cccc1Cn1c(C(F)(F)F)nc2c(C(=O)O)cc(N3CCOCC3)cc21. RXN SMILES: [CH3:36][OH:37].[Cl:1][c:2]1[c:3]([CH3:32])[c:4]([CH2:8][n:9]2[c:10]([C:28]([F:29])([F:30])[F:31])[n:11][c:12]3[c:13]2[cH:14][c:15]([N:22]2[CH2:23][CH2:24][O:25][CH2:26][CH2:27]2)[cH:16][c:17]3[C:18](=[O:19])[O:20][CH3:21])[cH:5][cH:6][cH:7]1.[ClH:35].[Na+:34].[O:38]1[CH2:39][CH2:40][CH2:41][CH2:42]1.[OH-:33]>>[Cl:1][c:2]1[c:3]([CH3:32])[c:4]([CH2:8][n:9]2[c:10]([C:28]([F:29])([F:30])[F:31])[n:11][c:12]3[c:13]2[cH:14][c:15]([N:22]2[CH2:23][CH2:24][O:25][CH2:26][CH2:27]2)[cH:16][c:17]3[C:18](=[O:19])[OH:20])[cH:5][cH:6][cH:7]1. The reactants are O=Cc1ccc(OCCOc2cccc(Br)n2)cc1, Cc1ccccc1, CCO, OB(O)c1ccccc1-c1ccc(F)cc1F, [Na+], [Na+], O=C([O-])[O-], c1ccc(P(c2ccccc2)(c2ccccc2)[Pd](P(c2ccccc2)(c2ccccc2)c2ccccc2)(P(c2ccccc2)(c2ccccc2)c2ccccc2)P(c2ccccc2)(c2ccccc2)c2ccccc2)cc1. The product is O=Cc1ccc(OCCOc2cccc(-c3ccc(F)cc3F)n2)cc1. As a reaction SMILES: [Br:8][c:9]1[cH:10][cH:11][cH:12][c:13]([O:15][CH2:16][CH2:17][O:18][c:19]2[cH:20][cH:21][c:22]([CH:23]=[O:24])[cH:25][cH:26]2)[n:14]1.[CH3:1][c:2]1[cH:3][cH:4][cH:5][cH:6][cH:7]1.[CH3:50][CH2:51][OH:52].[F:33][c:34]1[c:35](-[c:41]2[cH:42][cH:43][cH:44][cH:45][c:46]2[B:47]([OH:48])[OH:49])[cH:36][cH:37][c:38]([F:40])[cH:39]1.[Na+:27].[Na+:28].[O-:29][C:30](=[O:31])[O-:32].[cH:53]1[cH:54][cH:55][c:56]([P:57]([Pd:58]([P:59]([c:60]2[cH:61][cH:62][cH:63][cH:64][cH:65]2)([c:66]2[cH:67][cH:68][cH:69][cH:70][cH:71]2)[c:72]2[cH:73][cH:74][cH:75][cH:76][cH:77]2)([P:78]([c:79]2[cH:80][cH:81][cH:82][cH:83][cH:84]2)([c:85]2[cH:86][cH:87][cH:88][cH:89][cH:90]2)[c:91]2[cH:92][cH:93][cH:94][cH:95][cH:96]2)[P:97]([c:98]2[cH:99][cH:100][cH:101][cH:102][cH:103]2)([c:104]2[cH:105][cH:106][cH:107][cH:108][cH:109]2)[c:110]2[cH:111][cH:112][cH:113][cH:114][cH:115]2)([c:116]2[cH:117][cH:118][cH:119][cH:120][cH:121]2)[c:122]2[cH:123][cH:124][cH:125][cH:126][cH:127]2)[cH:128][cH:129]1>>[c:9]1(-[c:35]2[c:34]([F:33])[cH:39][c:38]([F:40])[cH:37][cH:36]2)[cH:10][cH:11][cH:12][c:13]([O:15][CH2:16][CH2:17][O:18][c:19]2[cH:20][cH:21][c:22]([CH:23]=[O:24])[cH:25][cH:26]2)[n:14]1. Reactants: C(C)OC(=O)C1=C(C2=C(C(=N1)Br)N=C(S2)C2=CC=CC=C2)O (4-bromo-7-hydroxy-2-phenyl-thiazolo[4,5-c]pyridine-6-carboxylic acid ethyl ester), C(CCC)[Sn](C=1OC=CC1)(CCCC)CCCC (2-(tributylstannyl)furan). Reagents/catalysts: Cl[Pd]([P](C1=CC=CC=C1)(C2=CC=CC=C2)C3=CC=CC=C3)([P](C4=CC=CC=C4)(C5=CC=CC=C5)C6=CC=CC=C6)Cl (bis(triphenylphosphine)-palladium(II) dichloride). Run in CN(C=O)C (dimethylformamide). Reaction conditions: temperature 130 celsius, time 25 minute. Product: C(C)OC(=O)C1=C(C2=C(C(=N1)C=1OC=CC1)N=C(S2)C2=CC=CC=C2)O (4-Furan-2-yl-7-hydroxy-2-phenyl-thiazolo[4,5-c]pyridine-6-carboxylic acid ethyl ester). Isolated yield 57.9%. RXN SMILES: [CH2:1]([O:3][C:4]([C:6]1[N:11]=[C:10](Br)[C:9]2[N:13]=[C:14]([C:16]3[CH:21]=[CH:20][CH:19]=[CH:18][CH:17]=3)[S:15][C:8]=2[C:7]=1[OH:22])=[O:5])[CH3:2].C([Sn](CCCC)(CCCC)[C:28]1[O:29][CH:30]=[CH:31][CH:32]=1)CCC>CN(C)C=O.Cl[Pd](Cl)([P](C1C=CC=CC=1)(C1C=CC=CC=1)C1C=CC=CC=1)[P](C1C=CC=CC=1)(C1C=CC=CC=1)C1C=CC=CC=1>[CH2:1]([O:3][C:4]([C:6]1[N:11]=[C:10]([C:28]2[O:29][CH:30]=[CH:31][CH:32]=2)[C:9]2[N:13]=[C:14]([C:16]3[CH:21]=[CH:20][CH:19]=[CH:18][CH:17]=3)[S:15][C:8]=2[C:7]=1[OH:22])=[O:5])[CH3:2] |^1:48,67|. Procedure details: A mixture of 4-bromo-7-hydroxy-2-phenyl-thiazolo[4,5-c]pyridine-6-carboxylic acid ethyl ester (248 mg, 0.66 mmole), 2-(tributylstannyl)furan (414 μl, 1.31 mmole) and bis(triphenylphosphine)-palladium(II) dichloride (46 mg, 0.06 mmole) in dimethylformamide (2.5 ml) was stirred at 130° C. for 25 min before it was cooled to room temperature, quenched with water, filtered. The filtrate was partitioned between ethyl acetate and water. The organic layer was washed with brine, dried over anhydrous sodi... The reactants are C(C)(C)(C)OC(=O)N(C(C1=C(C=CC(=C1)N1C(CCC1)=O)C(=O)N1CCN(CC1)C1=NC=C(C=C1C)C)=O)C(=O)OC(C)(C)C (N,N-di-tert-butyloxycarbonyl-2-[4-(3,5-dimethylpyridin-2-yl)piperazine-1-carbonyl]-5-(2-oxopyrrolidin-1-yl)benzamide), COCCNC ((2-methoxyethyl)(methyl)amine). The product is CC=1C(=NC=C(C1)C)N1CCN(CC1)C(=O)C1=C(C(=O)N(C)CCOC)C=C(C=C1)N1C(CCC1)=O (2-[4-(3,5-dimethylpyridin-2-yl)piperazine-1-carbonyl]-N-(2-methoxyethyl)-N-methyl-5-(2-oxopyrrolidin-1-yl)benzamide). RXN SMILES: C(O[C:6]([N:8](C(OC(C)(C)C)=O)[C:9](=[O:38])[C:10]1[CH:15]=[C:14]([N:16]2[CH2:20][CH2:19][CH2:18][C:17]2=[O:21])[CH:13]=[CH:12][C:11]=1[C:22]([N:24]1[CH2:29][CH2:28][N:27]([C:30]2[C:35]([CH3:36])=[CH:34][C:33]([CH3:37])=[CH:32][N:31]=2)[CH2:26][CH2:25]1)=[O:23])=O)(C)(C)C.[CH3:46][O:47][CH2:48][CH2:49]NC>>[CH3:36][C:35]1[C:30]([N:27]2[CH2:28][CH2:29][N:24]([C:22]([C:11]3[CH:12]=[CH:13][C:14]([N:16]4[CH2:20][CH2:19][CH2:18][C:17]4=[O:21])=[CH:15][C:10]=3[C:9]([N:8]([CH2:49][CH2:48][O:47][CH3:46])[CH3:6])=[O:38])=[O:23])[CH2:25][CH2:26]2)=[N:31][CH:32]=[C:33]([CH3:37])[CH:34]=1. Procedure details: Using N,N-di-tert-butyloxycarbonyl-2-[4-(3,5-dimethylpyridin-2-yl)piperazine-1-carbonyl]-5-(2-oxopyrrolidin-1-yl)benzamide (150 mg) described in Example 769 and (2-methoxyethyl)(methyl)amine (108 μL) and by the reaction and treatment in the same manner as in Example 770, the title compound (58 mg) was obtained. The reactants are BrCc1ccccc1, CN1c2ccccc2NC(=O)c2cscc21, CN(C)C=O. Yields the product CN1c2cscc2C(=O)N(Cc2ccccc2)c2ccccc21. As a reaction SMILES: [CH2:17]([c:18]1[cH:19][cH:20][cH:21][cH:22][cH:23]1)[Br:24].[CH3:1][N:2]1[c:3]2[c:4]([cH:14][s:15][cH:16]2)[C:5](=[O:13])[NH:6][c:7]2[c:8]1[cH:9][cH:10][cH:11][cH:12]2.[CH3:25][N:26]([CH3:27])[CH:28]=[O:29]>>[CH3:1][N:2]1[c:3]2[c:4]([cH:14][s:15][cH:16]2)[C:5](=[O:13])[N:6]([CH2:17][c:18]2[cH:19][cH:20][cH:21][cH:22][cH:23]2)[c:7]2[c:8]1[cH:9][cH:10][cH:11][cH:12]2. The reactants are N1=CC=CC=2NC(C3N(C21)CCC3)=O (6a,7,8,9-tetrahydropyrido[3,2-e]pyrrolo[1,2-a]pyrazin-6(5H)-one), [H-].[Al+3].[Li+].[H-].[H-].[H-] (lithium aluminum hydride). Product: N1=CC=CC=2NCC3N(C21)CCC3 (5,6,6a,7,8,9-hexahydropyrido[3,2-e]pyrrolo[1,2-a]pyrazine), hydrochloride salt. RXN SMILES: [N:1]1[C:10]2[N:9]3[CH2:11][CH2:12][CH2:13][CH:8]3[C:7](=O)[NH:6][C:5]=2[CH:4]=[CH:3][CH:2]=1.[H-].[Al+3].[Li+].[H-].[H-].[H-]>>[N:1]1[C:10]2[N:9]3[CH2:11][CH2:12][CH2:13][CH:8]3[CH2:7][NH:6][C:5]=2[CH:4]=[CH:3][CH:2]=1 |f:1.2.3.4.5.6|. Procedure details: Following the procedure of Example 3, 6a,7,8,9-tetrahydropyrido[3,2-e]pyrrolo[1,2-a]pyrazin-6(5H)-one is reduced with lithium aluminum hydride to afford the title compound as the hydrochloride salt, m.p. 198°-201° C. The reactants are O, OCCCl, O=S(=O)(Cl)Cl, c1ccccc1, c1ccncc1. Yields the product O=S(=O)(OCCCl)c1ccccc1. Reaction SMILES: [OH2:22].[OH:1][CH2:2][CH2:3][Cl:4].[S:5](=[O:6])(=[O:7])([Cl:8])[Cl:9].[cH:10]1[cH:11][cH:12][cH:13][cH:14][cH:15]1.[cH:16]1[cH:17][cH:18][n:19][cH:20][cH:21]1>>[O:1]([CH2:2][CH2:3][Cl:4])[S:5](=[O:6])(=[O:7])[c:10]1[cH:11][cH:12][cH:13][cH:14][cH:15]1. Starting materials: CCCCCCO, CC(=O)O, C(=NC1CCCCC1)=NC1CCCCC1, O=C(O)c1ccccc1, c1ccncc1. Product: CCCCCCOC(=O)c1ccccc1. Reaction SMILES: [CH2:10]([CH2:11][CH2:12][CH2:13][CH2:14][CH3:15])[OH:16].[CH3:32][C:33](=[O:34])[OH:35].[CH:17]1([N:18]=[C:19]=[N:20][CH:21]2[CH2:22][CH2:23][CH2:24][CH2:25][CH2:26]2)[CH2:27][CH2:28][CH2:29][CH2:30][CH2:31]1.[OH:1][C:2](=[O:3])[c:4]1[cH:5][cH:6][cH:7][cH:8][cH:9]1.[cH:36]1[cH:37][cH:38][n:39][cH:40][cH:41]1>>[O:1]([C:2](=[O:3])[c:4]1[cH:5][cH:6][cH:7][cH:8][cH:9]1)[CH2:10][CH2:11][CH2:12][CH2:13][CH2:14][CH3:15]. Reactants: C(C1=CC=CC=C1)N([C@@H]1CC[C@H](CC1)C1=CC=C(C(=O)NCC2=CC=C(C=C2)F)C=C1)C[C@@H](COC1=CC(=C(C=C1)OCC1=CC=CC=C1)S(=O)(=O)C)O (trans-4-[4-(benzyl{(2S)-3-[4-(benzyloxy)-3-(methylsulfonyl)phenoxy]-2-hydroxypropyl}amino)cyclohexyl]-N-(4-fluorobenzyl)benzamide). The reagents and catalysts are [Pd] (palladium-on-charcoal). Solvent: C(C)O (ethanol), O1CCCC1 (tetrahydrofuran). Reaction conditions: time 48 hour. Yields the product FC1=CC=C(CNC(C2=CC=C(C=C2)[C@@H]2CC[C@H](CC2)NC[C@@H](COC2=CC(=C(C=C2)O)S(=O)(=O)C)O)=O)C=C1 (trans-N-(4-Fluorobenzyl)-4-[4-({(2S)-2-hydroxy-3-[4-hydroxy-3-(methylsulfonyl)phenoxy]propyl}amino)cyclohexyl]benzamide), solid. Yield: 52.0%. Reaction SMILES: C([N:8]([CH2:32][C@H:33]([OH:54])[CH2:34][O:35][C:36]1[CH:41]=[CH:40][C:39]([O:42]CC2C=CC=CC=2)=[C:38]([S:50]([CH3:53])(=[O:52])=[O:51])[CH:37]=1)[C@H:9]1[CH2:14][CH2:13][C@H:12]([C:15]2[CH:31]=[CH:30][C:18]([C:19]([NH:21][CH2:22][C:23]3[CH:28]=[CH:27][C:26]([F:29])=[CH:25][CH:24]=3)=[O:20])=[CH:17][CH:16]=2)[CH2:11][CH2:10]1)C1C=CC=CC=1>C(O)C.O1CCCC1.[Pd]>[F:29][C:26]1[CH:25]=[CH:24][C:23]([CH2:22][NH:21][C:19](=[O:20])[C:18]2[CH:17]=[CH:16][C:15]([C@H:12]3[CH2:11][CH2:10][C@H:9]([NH:8][CH2:32][C@H:33]([OH:54])[CH2:34][O:35][C:36]4[CH:41]=[CH:40][C:39]([OH:42])=[C:38]([S:50]([CH3:53])(=[O:52])=[O:51])[CH:37]=4)[CH2:14][CH2:13]3)=[CH:31][CH:30]=2)=[CH:28][CH:27]=1. Procedure: A mixture of 0.166 g of trans-4-[4-(benzyl{(2S)-3-[4-(benzyloxy)-3-(methylsulfonyl)phenoxy]-2-hydroxypropyl}amino)cyclohexyl]-N-(4-fluorobenzyl)benzamide (0.226 mmol) and of 0.117 g of 10% palladium-on-charcoal (50% in water) in a mixture of ethanol (5.3 ml) and tetrahydrofuran (4.02 ml) is placed under a hydrogen atmosphere and stirred for 48 hours. The catalyst is subsequently filtered off and the solvents are evaporated under reduced pressure. The title compound is obtained in the form of a w...